Dataset: the Open Reaction Database (ORD), a public repository of structured organic reaction records. Task: describe an organic reaction: reactants, conditions, products, and yield Reactants: CC(C)(C)OC(=O)Nc1nn2cccnc2c1Br, OB(O)c1ccc(OC(F)(F)F)cc1. Yields the product CC(C)(C)OC(=O)Nc1nn2cccnc2c1-c1ccc(OC(F)(F)F)cc1. Reaction SMILES: [Br:1][c:2]1[c:3]([NH:11][C:12]([O:13][C:14]([CH3:15])([CH3:16])[CH3:17])=[O:18])[n:4][n:5]2[c:6]1[n:7][cH:8][cH:9][cH:10]2.[F:19][C:20]([O:21][c:22]1[cH:23][cH:24][c:25]([B:28]([OH:29])[OH:30])[cH:26][cH:27]1)([F:31])[F:32]>>[c:2]1(-[c:25]2[cH:24][cH:23][c:22]([O:21][C:20]([F:19])([F:31])[F:32])[cH:27][cH:26]2)[c:3]([NH:11][C:12]([O:13][C:14]([CH3:15])([CH3:16])[CH3:17])=[O:18])[n:4][n:5]2[c:6]1[n:7][cH:8][cH:9][cH:10]2. Starting materials: C(C1=CC=CC=C1)C=1C=NC2=C(C=CC=C2C1C=1C=C(C=CC1)N)C(F)(F)F (3-(3-benzyl-8-trifluoromethyl-quinolin-4-yl)-phenylamine), FC1=C(C=O)C=CC=C1C(F)(F)F (2-fluoro-3-trifluoromethyl benzaldehyde). The product is C(C1=CC=CC=C1)C=1C=NC2=C(C=CC=C2C1C=1C=C(C=CC1)NCC1=C(C(=CC=C1)C(F)(F)F)F)C(F)(F)F ({3-[3-BENZYL-8-(TRIFLUOROMETHYL)QUINOLIN-4-YL]PHENYL}[2-FLUORO-3-(TRIFLUOROMETHYL)BENZYL]AMINE). Reported procedure: This compound was prepared according to the procedure of example 66, substituting 3-(3-benzyl-8-trifluoromethyl-quinolin-4-yl)-phenylamine and 2-fluoro-3-trifluoromethyl benzaldehyde. MS (ESI) m/z 555. As a reaction SMILES: [CH2:1]([C:8]1[CH:9]=[N:10][C:11]2[C:16]([C:17]=1[C:18]1[CH:19]=[C:20]([NH2:24])[CH:21]=[CH:22][CH:23]=1)=[CH:15][CH:14]=[CH:13][C:12]=2[C:25]([F:28])([F:27])[F:26])[C:2]1[CH:7]=[CH:6][CH:5]=[CH:4][CH:3]=1.[F:29][C:30]1[C:37]([C:38]([F:41])([F:40])[F:39])=[CH:36][CH:35]=[CH:34][C:31]=1[CH:32]=O>>[CH2:1]([C:8]1[CH:9]=[N:10][C:11]2[C:16]([C:17]=1[C:18]1[CH:19]=[C:20]([NH:24][CH2:32][C:31]3[CH:34]=[CH:35][CH:36]=[C:37]([C:38]([F:39])([F:41])[F:40])[C:30]=3[F:29])[CH:21]=[CH:22][CH:23]=1)=[CH:15][CH:14]=[CH:13][C:12]=2[C:25]([F:28])([F:26])[F:27])[C:2]1[CH:3]=[CH:4][CH:5]=[CH:6][CH:7]=1. The reactants are COC(=O)C(CC1CC2CCC1C2)N1CC(Oc2c(F)cccc2F)=CC1=O, Cl, [Li+], C1CCOC1, [OH-], O, O. Product: O=C(O)C(CC1CC2CCC1C2)N1CC(Oc2c(F)cccc2F)=CC1=O. As a reaction SMILES: [CH3:1][O:2][C:3]([CH:4]([CH2:5][CH:6]1[CH:7]2[CH2:8][CH2:9][CH:10]([CH2:11]1)[CH2:12]2)[N:13]1[C:14](=[O:27])[CH:15]=[C:16]([O:18][c:19]2[c:20]([F:26])[cH:21][cH:22][cH:23][c:24]2[F:25])[CH2:17]1)=[O:28].[ClH:32].[Li+:31].[O:33]1[CH2:34][CH2:35][CH2:36][CH2:37]1.[OH-:30].[OH2:29].[OH2:38]>>[O:2]=[C:3]([CH:4]([CH2:5][CH:6]1[CH:7]2[CH2:8][CH2:9][CH:10]([CH2:11]1)[CH2:12]2)[N:13]1[C:14](=[O:27])[CH:15]=[C:16]([O:18][c:19]2[c:20]([F:26])[cH:21][cH:22][cH:23][c:24]2[F:25])[CH2:17]1)[OH:28]. Starting materials: C(CC)(=O)O (propionic acid), [BH4-].[Na+] (NaBH4), [OH-].[Na+] (NaOH), C(C)N(C(=O)OC=1C=NC=CC1N)CC (4-amino-3-pyridinol N,N-diethylcarbamate). Run in C1=CC=CC=C1 (benzene). Run at temperature 80 celsius. Yields the product C(C)N(C(=O)OC=1C=NC=CC1NCCC)CC (4-Propylamino-3pyridinol N,N-diethylcarbamate). RXN SMILES: [C:1](O)(=O)[CH2:2][CH3:3].[BH4-].[Na+].[CH2:8]([N:10]([CH2:21][CH3:22])[C:11]([O:13][C:14]1[CH:15]=[N:16][CH:17]=[CH:18][C:19]=1[NH2:20])=[O:12])[CH3:9].[OH-].[Na+]>C1C=CC=CC=1>[CH2:21]([N:10]([CH2:8][CH3:9])[C:11]([O:13][C:14]1[CH:15]=[N:16][CH:17]=[CH:18][C:19]=1[NH:20][CH2:1][CH2:2][CH3:3])=[O:12])[CH3:22] |f:1.2,4.5|. Procedure: A solution of propionic acid (58.5 ml) in 100 ml of benzene was treated with NaBH4 (9.6 g added portionwise). After the frothing subsided, 4-amino-3-pyridinol N,N-diethylcarbamate (5.30 g) was added and the mixture was heated at 80° C. for 2 hours. The reaction mixture was poured into a dilute NaOH solution and the aqueous phase was extracted with ethyl acetate (3×). The combined organics were washed with water and dried (saturated NaCl, MgSO4). The desired amine was purified via flash chromatog...